From a dataset of the Open Reaction Database (ORD), a public repository of structured organic reaction records. describe an organic reaction: reactants, conditions, products, and yield Reactants: N(=[N+]=[N-])C[C@@H]1CN(C(O1)=O)C1=CC(=C(C=C1)S(=O)C)F (5-(S)-azidomethyl-3-[4′-methylsulfinyl-3′-fluorophenyl]oxazolidine-2-one), N(=[N+]=[N-])C[C@@H]1CN(C(O1)=O)C1=CC(=C(C=C1)SCC)F (5-(S)-azidomethyl-3-[4′-ethylthio-3′-fluorophenyl]oxazolidine-2-one), ClC=1C=C(C(=O)OO)C=CC1 (m-chloroperoxybenzoic acid). The product is N(=[N+]=[N-])C[C@@H]1CN(C(O1)=O)C1=CC(=C(C=C1)S(=O)CC)F (5-(S)-Azidomethyl-3-[4′-ethylsulfinyl-3′-fluorophenyl]oxazolidine-2-one). Reaction SMILES: [N:1]([CH2:4][C@H:5]1[O:9][C:8](=[O:10])[N:7]([C:11]2[CH:16]=[CH:15][C:14]([S:17]([CH3:19])=[O:18])=[C:13]([F:20])[CH:12]=2)[CH2:6]1)=[N+:2]=[N-:3].N([CH2:24][C@H]1OC(=O)N(C2C=CC(SCC)=C(F)C=2)C1)=[N+]=[N-].ClC1C=C(C=CC=1)C(OO)=O>>[N:1]([CH2:4][C@H:5]1[O:9][C:8](=[O:10])[N:7]([C:11]2[CH:16]=[CH:15][C:14]([S:17]([CH2:19][CH3:24])=[O:18])=[C:13]([F:20])[CH:12]=2)[CH2:6]1)=[N+:2]=[N-:3]. Reported procedure: This compound was prepared analogously to the synthesis of 5-(S)-azidomethyl-3-[4′-methylsulfinyl-3′-fluorophenyl]oxazolidine-2-one from 5-(S)-azidomethyl-3-[4′-ethylthio-3′-fluorophenyl]oxazolidine-2-one (0.250 g, 0.844 mmol) and m-chloroperoxybenzoic acid (77%, 0.189 g, 0.844 mmol). Yield 0.235 g (89%). MS (m/z): [M+H]+=313.